From a dataset of the Open Reaction Database (ORD), a public repository of structured organic reaction records. describe an organic reaction: reactants, conditions, products, and yield Reactants: Cc1ccccc1, C#CCOc1c(F)cc(C(=O)O)cc1F, CN(C)C=O, O=S(Cl)Cl. Yields the product C#CCOc1c(F)cc(C(=O)Cl)cc1F. As a reaction SMILES: [CH3:1][c:2]1[cH:3][cH:4][cH:5][cH:6][cH:7]1.[F:8][c:9]1[cH:10][c:11]([C:12](=[O:13])[OH:14])[cH:15][c:16]([F:22])[c:17]1[O:18][CH2:19][C:20]#[CH:21].[O:27]=[CH:28][N:29]([CH3:30])[CH3:31].[S:23]([Cl:24])([Cl:25])=[O:26]>>[F:8][c:9]1[cH:10][c:11]([C:12](=[O:13])[Cl:25])[cH:15][c:16]([F:22])[c:17]1[O:18][CH2:19][C:20]#[CH:21].